This data is from the Open Reaction Database (ORD), a public repository of structured organic reaction records. The task is: describe an organic reaction: reactants, conditions, products, and yield The reactants are [OH-].[Na+] (sodium hydroxide), solution, CN(C(C(=O)C1=CC=C(C=C1)N1CCOCC1)CC)C (2-dimethylamino-1 -(4-morpholino-phenyl)butan-1 -one), C(C1=CC=CC=C1)Br (benzyl bromide). Run in O (water). Conditions: temperature 50 celsius, time 3.5 hour. Product: C(C1=CC=CC=C1)C(C(=O)C1=CC=C(C=C1)N1CCOCC1)(CC)N(C)C (2-Benzyl-2-dimethylamino-1 -(4morpholinophenyl)butan-1-one). Reaction SMILES: [CH3:1][N:2]([CH3:20])[CH:3]([CH2:18][CH3:19])[C:4]([C:6]1[CH:11]=[CH:10][C:9]([N:12]2[CH2:17][CH2:16][O:15][CH2:14][CH2:13]2)=[CH:8][CH:7]=1)=[O:5].[CH2:21](Br)[C:22]1[CH:27]=[CH:26][CH:25]=[CH:24][CH:23]=1.[OH-].[Na+]>O>[CH2:21]([C:3]([N:2]([CH3:20])[CH3:1])([CH2:18][CH3:19])[C:4]([C:6]1[CH:7]=[CH:8][C:9]([N:12]2[CH2:17][CH2:16][O:15][CH2:14][CH2:13]2)=[CH:10][CH:11]=1)=[O:5])[C:22]1[CH:27]=[CH:26][CH:25]=[CH:24][CH:23]=1 |f:2.3|. Procedure details: In a 2.5 1 sulfonation flask, 900 ml of a solution (1 mol) of 2-dimethylamino-1 -(4-morpholino-phenyl)butan-1 -one according to b) above are heated again to 50° C. 179.7 g (1.05 mol) of benzyl bromide are then added dropwise over 20 minutes. The mixture is stirred for 3 to 4 hours at 50° C. until the thin layer chromatogram shows that there is no educt left. The temperature is raised to 60° C. and then 80 g (2 mol) of sodium hydroxide powder are added in increments over 45 minutes. The mixture i... Starting materials: FC1=C(C=CC=C1F)N1S(N(C2=C1C=CC=C2)CCC(C2=CC=CC=C2)N(C(OC(C)(C)C)=O)C)(=O)=O (tert-butyl {3-[3-(2,3-difluorophenyl)-2,2-dioxido-2,1,3-benzothiadiazol-1(3H)-yl]-1-phenylpropyl}methylcarbamate), Cl (HCl). The solvent is CCOCC (ether). Yields the product FC1=C(C=CC=C1F)N1S(N(C2=C1C=CC=C2)CCC(NC)C2=CC=CC=C2)(=O)=O (3-[3-(2,3-difluorophenyl)-2,2-dioxido-2,1,3-benzothiadiazol-1(3H)-yl]-N-methyl-1-phenylpropan-1-amine). Yield: 79.7%. RXN SMILES: [F:1][C:2]1[C:7]([F:8])=[CH:6][CH:5]=[CH:4][C:3]=1[N:9]1[C:13]2[CH:14]=[CH:15][CH:16]=[CH:17][C:12]=2[N:11]([CH2:18][CH2:19][CH:20]([N:27](C)[C:28](=O)OC(C)(C)C)[C:21]2[CH:26]=[CH:25][CH:24]=[CH:23][CH:22]=2)[S:10]1(=[O:37])=[O:36].Cl>CCOCC>[F:1][C:2]1[C:7]([F:8])=[CH:6][CH:5]=[CH:4][C:3]=1[N:9]1[C:13]2[CH:14]=[CH:15][CH:16]=[CH:17][C:12]=2[N:11]([CH2:18][CH2:19][CH:20]([C:21]2[CH:22]=[CH:23][CH:24]=[CH:25][CH:26]=2)[NH:27][CH3:28])[S:10]1(=[O:36])=[O:37]. Procedure details: tert-butyl {3-[3-(2,3-difluorophenyl)-2,2-dioxido-2,1,3-benzothiadiazol-1(3H)-yl]-1-phenylpropyl}methylcarbamate (0.10 g, 0.19 mmol) was treated with an excess of 2N HCl in ether. The precipitated amine salt was collected to give 65 mg of 3-[3-(2,3-difluorophenyl)-2,2-dioxido-2,1,3-benzothiadiazol-1(3H)-yl]-N-methyl-1-phenylpropan-1-amine. Reactants: CCCCCCCCCCCCCCCCC(F)(F)C(C)(C)O, O=P(Cl)(Cl)Cl, c1ccncc1. Yields the product C=C(C)C(F)(F)CCCCCCCCCCCCCCCC. Reaction SMILES: [F:1][C:2]([C:3]([CH3:4])([OH:5])[CH3:6])([CH2:7][CH2:8][CH2:9][CH2:10][CH2:11][CH2:12][CH2:13][CH2:14][CH2:15][CH2:16][CH2:17][CH2:18][CH2:19][CH2:20][CH2:21][CH3:22])[F:23].[P:24]([Cl:25])([Cl:26])([Cl:27])=[O:28].[cH:29]1[cH:30][cH:31][n:32][cH:33][cH:34]1>>[F:1][C:2]([C:3](=[CH2:4])[CH3:6])([CH2:7][CH2:8][CH2:9][CH2:10][CH2:11][CH2:12][CH2:13][CH2:14][CH2:15][CH2:16][CH2:17][CH2:18][CH2:19][CH2:20][CH2:21][CH3:22])[F:23]. The reactants are C1CCNCC1, COc1ccc(S(=O)(=O)N2C(=O)C(c3cc(CC=O)ccc3OC)(N3CC(O)CC3C(=O)N(C)C)c3cc(Cl)ccc32)c(OC(F)(F)F)c1. The product is COc1ccc(S(=O)(=O)N2C(=O)C(c3cc(CCN4CCCCC4)ccc3OC)(N3CC(O)CC3C(=O)N(C)C)c3cc(Cl)ccc32)c(OC(F)(F)F)c1. Reaction SMILES: [CH2:50]1[CH2:51][CH2:52][NH:53][CH2:54][CH2:55]1.[Cl:1][c:2]1[cH:3][c:4]2[c:8]([cH:9][cH:10]1)[N:7]([S:11](=[O:12])(=[O:13])[c:14]1[c:15]([O:22][C:23]([F:24])([F:25])[F:26])[cH:16][c:17]([O:20][CH3:21])[cH:18][cH:19]1)[C:6](=[O:27])[C:5]2([c:28]1[c:29]([O:37][CH3:38])[cH:30][cH:31][c:32]([CH2:34][CH:35]=[O:36])[cH:33]1)[N:39]1[CH:40]([C:41](=[O:42])[N:43]([CH3:44])[CH3:45])[CH2:46][CH:47]([OH:49])[CH2:48]1>>[Cl:1][c:2]1[cH:3][c:4]2[c:8]([cH:9][cH:10]1)[N:7]([S:11](=[O:12])(=[O:13])[c:14]1[c:15]([O:22][C:23]([F:24])([F:25])[F:26])[cH:16][c:17]([O:20][CH3:21])[cH:18][cH:19]1)[C:6](=[O:27])[C:5]2([c:28]1[c:29]([O:37][CH3:38])[cH:30][cH:31][c:32]([CH2:34][CH2:35][N:53]2[CH2:52][CH2:51][CH2:50][CH2:55][CH2:54]2)[cH:33]1)[N:39]1[CH:40]([C:41](=[O:42])[N:43]([CH3:44])[CH3:45])[CH2:46][CH:47]([OH:49])[CH2:48]1. The reactants are C(C1=CC=CC=C1)C=1C=NC2=C(C=CC=C2C1Br)Cl (3-benzyl-4-bromo-8-chloro-quinoline), OC=1C=C(C=CC1)B(O)O (3-hydroxyphenyl boronic acid). Yields the product ClC=1C=CC=C2C(=C(C=NC12)C)C=1C=C(C=CC1)O (3-(8-CHLORO-3-METHYLQUINOLIN-4-YL)PHENOL). As a reaction SMILES: [CH2:1]([C:8]1[CH:9]=[N:10][C:11]2[C:16]([C:17]=1Br)=[CH:15][CH:14]=[CH:13][C:12]=2[Cl:19])[C:2]1[CH:7]=[CH:6][CH:5]=[CH:4][CH:3]=1.[OH:20]C1C=C(B(O)O)C=CC=1>>[Cl:19][C:12]1[CH:13]=[CH:14][CH:15]=[C:16]2[C:11]=1[N:10]=[CH:9][C:8]([CH3:17])=[C:1]2[C:2]1[CH:3]=[C:4]([OH:20])[CH:5]=[CH:6][CH:7]=1. Procedure: The title compound was prepared from 3-benzyl-4-bromo-8-chloro-quinoline and 3-hydroxyphenyl boronic acid according to the procedure of Example 1. MS (ES) m/z 267.9. Starting materials: ClC1=NN=C(C2=CC(=CC=C12)OC)C (1-Chloro-6-methoxy-4-methylphthalazine), B(Br)(Br)Br (boron tribromide). The solvent is ClCCl (dichloromethane), ClCCl (dichloromethane), O (H2O), C(=O)(O)[O-].[Na+] (NaHCO3). The product is ClC1=NN=C(C2=CC(=CC=C12)O)C (1-Chloro-6-hydroxy-4-methylphthalazine). Isolated yield 19.7%. Reaction SMILES: [Cl:1][C:2]1[C:11]2[C:6](=[CH:7][C:8]([O:12]C)=[CH:9][CH:10]=2)[C:5]([CH3:14])=[N:4][N:3]=1.B(Br)(Br)Br>ClCCl.O.C([O-])(O)=O.[Na+]>[Cl:1][C:2]1[C:11]2[C:6](=[CH:7][C:8]([OH:12])=[CH:9][CH:10]=2)[C:5]([CH3:14])=[N:4][N:3]=1 |f:4.5|. Reported procedure: A solution of 1-chloro-6-methoxy-4-methylphthalazine (7) (1.0 g, 4.8 mmol), 1.0 M boron tribromide (17.00 mmol) in dichloromethane (17 mL), and dichloromethane (50 mL) is stirred under argon at −78° C. for 0.5 h, at room temperature for 22 h, and at reflux for 4 h. After being cooled to room temperature, the mixture is diluted with H2O (100 mL) and sat. NaHCO3 (80 mL) and extracted with ethyl acetate (150 mL and 4×100 mL). The extract is washed (brine) and dried. Solvent is removed at reduced pr... Starting materials: COC=1C=C(C=2OC3=CC(=CC=C3C(C2)=O)O)C=C(C1)OC (3′,5′-dimethoxy-7-hydroxy-flavone), COC=1C=C(C=2OC3=CC(=CC=C3C(C2)=O)O)C=C(C1)OC (3′,5′-Dimethoxy-7-hydroxy-flavone), [H-].[Na+] (sodium hydride), C(Cl)C1CO1 (epichlorohydrin). Solvent: CN(C=O)C (dimethyl formamide). Yields the product COC=1C=C(C=2OC3=CC(=CC=C3C(C2)=O)OCC2CO2)C=C(C1)OC (3′,5′-Dimethoxy-7-(2,3-epoxy-propoxy)-flavone). As a reaction SMILES: [CH3:1][O:2][C:3]1[CH:4]=[C:5]([CH:18]=[C:19]([O:21][CH3:22])[CH:20]=1)[C:6]1[O:7][C:8]2[C:13]([C:14](=[O:16])[CH:15]=1)=[CH:12][CH:11]=[C:10]([OH:17])[CH:9]=2.[H-].[Na+].[CH2:25]([CH:27]1[O:29][CH2:28]1)Cl>CN(C)C=O>[CH3:22][O:21][C:19]1[CH:18]=[C:5]([CH:4]=[C:3]([O:2][CH3:1])[CH:20]=1)[C:6]1[O:7][C:8]2[C:13]([C:14](=[O:16])[CH:15]=1)=[CH:12][CH:11]=[C:10]([O:17][CH2:25][CH:27]1[O:29][CH2:28]1)[CH:9]=2 |f:1.2|. Procedure: Reaction of 3′,5′-dimethoxy-7-hydroxy-flavone, 26 (2 g, 6.7 mol), 50% sodium hydride (0.96 g, 40 mmol) and epichlorohydrin (1.6 mL, 20 mmol) in dry dimethyl formamide (90 mL) using identical procedure as described for 28 furnished 32. Yield 1.7 g (72%); mp 181-182° C.; MS (FAB) 355 (M++1); IR (KBr) 1630; 1H NMR (200 MHz, CDCl3) δ 8.14 (dd, J=8.3 Hz, 0.77 Hz, 1H), 7.04-6.99 (m, 4H), 6.73 (s, 1H), 6.61 (t of dd, J=2.2 Hz, 2.2 Hz, 2.2 Hz, 1H), 4.39 (dd, J=11.1 Hz, 2.9 Hz, 1H), 4.06 (dd, J=11.1 Hz, ...